From a dataset of the Open Reaction Database (ORD), a public repository of structured organic reaction records. describe an organic reaction: reactants, conditions, products, and yield Starting materials: CO, C=Cc1ccncc1, O=S1(=O)CCCN1. Product: O=S1(=O)CCCN1CCc1ccncc1. Reaction SMILES: [CH3:16][OH:17].[CH:1](=[CH2:2])[c:3]1[cH:4][cH:5][n:6][cH:7][cH:8]1.[S:9]1(=[O:14])(=[O:15])[NH:10][CH2:11][CH2:12][CH2:13]1>>[CH2:1]([CH2:2][N:10]1[S:9](=[O:14])(=[O:15])[CH2:13][CH2:12][CH2:11]1)[c:3]1[cH:4][cH:5][n:6][cH:7][cH:8]1. Starting materials: C(=O)(O)[O-].[Na+] (NaHCO3), C(=O)OC(CCC=1NC(=C(C(C1C(=O)OCC)C1=CC(=CC=C1)[N+](=O)[O-])C(=O)OC)C)C1=CC=CC=C1 (2-[3-formyloxy-3-phenyl-propyl]-3-carboethoxy-5-carbomethoxy-4-(m-nitrophenyl)-6-methyl-1,4-dihydropyridine). The solvent is CO (methanol). Run at temperature 25 celsius. The product is C1(=CC=CC=C1)C(CCC=1NC(=C(C(C1C(=O)OC)C1=CC(=CC=C1)[N+](=O)[O-])C(=O)OCC)C)O (2-(3-phenyl-3-hydroxy-propyl)-3-carbomethoxy-5-carboethoxy-6-methyl-4-(m-nitrophenyl)-1,4-dihydropyridine). As a reaction SMILES: [C:1]([O-])(O)=O.[Na+].C([O:8][CH:9]([C:37]1[CH:42]=[CH:41][CH:40]=[CH:39][CH:38]=1)[CH2:10][CH2:11][C:12]1[NH:13][C:14]([CH3:36])=[C:15]([C:32]([O:34][CH3:35])=[O:33])[CH:16]([C:23]2[CH:28]=[CH:27][CH:26]=[C:25]([N+:29]([O-:31])=[O:30])[CH:24]=2)[C:17]=1[C:18]([O:20][CH2:21]C)=[O:19])=O>CO>[C:37]1([CH:9]([OH:8])[CH2:10][CH2:11][C:12]2[NH:13][C:14]([CH3:36])=[C:15]([C:32]([O:34][CH2:35][CH3:1])=[O:33])[CH:16]([C:23]3[CH:28]=[CH:27][CH:26]=[C:25]([N+:29]([O-:31])=[O:30])[CH:24]=3)[C:17]=2[C:18]([O:20][CH3:21])=[O:19])[CH:42]=[CH:41][CH:40]=[CH:39][CH:38]=1 |f:0.1|. Procedure: 0.3 ml of 5% NaHCO3 aqueous solution are added to a solution of the most polar diastereoisomer of 2-[3-formyloxy-3-phenyl-propyl]-3-carboethoxy-5-carbomethoxy-4-(m-nitrophenyl)-6-methyl-1,4-dihydropyridine (2.5 g) in methanol (20 ml). The mixture is refluxed for 30 minutes, then it is cooled to 25° C. and evaporated to a small volume (2 ml) under reduced pressure. The sticky mass is diluted with ethyl ether (70 ml) and water (30 ml) and the phases are separed. The organic phase is washed with wa...